From a dataset of the Open Reaction Database (ORD), a public repository of structured organic reaction records. describe an organic reaction: reactants, conditions, products, and yield Starting materials: [Br-], C[Se]c1ccc(B(O)O)cc1, COc1c(-c2ccc([Se]C)cc2)cnn(-c2ccc(F)cc2)c1=O, COc1c(-c2ccc(SC)cc2)cnn(-c2ccc(F)cc2)c1=O, Fc1ccc([Mg+])cc1. The product is C[Se]c1ccc(-c2cnn(-c3ccc(F)cc3)c(=O)c2-c2ccc(F)cc2)cc1. Reaction SMILES: [Br-:60].[CH3:25][Se:26][c:27]1[cH:28][cH:29][c:30]([B:31]([OH:32])[OH:33])[cH:34][cH:35]1.[F:1][c:2]1[cH:3][cH:4][c:5](-[n:8]2[n:9][cH:10][c:11](-[c:17]3[cH:18][cH:19][c:20]([Se:23][CH3:24])[cH:21][cH:22]3)[c:12]([O:15][CH3:16])[c:13]2=[O:14])[cH:6][cH:7]1.[F:36][c:37]1[cH:38][cH:39][c:40](-[n:43]2[c:44](=[O:45])[c:46]([O:47][CH3:48])[c:49](-[c:50]3[cH:51][cH:52][c:53]([S:54][CH3:55])[cH:56][cH:57]3)[cH:58][n:59]2)[cH:41][cH:42]1.[F:61][c:62]1[cH:63][cH:64][c:65]([Mg+:66])[cH:67][cH:68]1>>[F:1][c:2]1[cH:3][cH:4][c:5](-[n:8]2[n:9][cH:10][c:11](-[c:17]3[cH:18][cH:19][c:20]([Se:23][CH3:24])[cH:21][cH:22]3)[c:12](-[c:40]3[cH:39][cH:38][c:37]([F:36])[cH:42][cH:41]3)[c:13]2=[O:14])[cH:6][cH:7]1. The reactants are C[Si](C)(C)N=C=S, COC(=O)COc1cccc2c1CCCO2, O=C([O-])C(F)(F)F, O=C([O-])C(F)(F)F, OC(C(F)(F)F)C(F)(F)F, [I+2]c1ccccc1. The product is COC(=O)COc1ccc(SC#N)c2c1CCCO2. As a reaction SMILES: [CH3:17][Si:18]([CH3:19])([CH3:20])[N:21]=[C:22]=[S:23].[CH3:1][O:2][C:3]([CH2:4][O:5][c:6]1[c:7]2[c:12]([cH:13][cH:14][cH:15]1)[O:11][CH2:10][CH2:9][CH2:8]2)=[O:16].[F:24][C:25]([F:26])([F:27])[C:28]([O-:29])=[O:30].[F:31][C:32]([F:33])([F:34])[C:35]([O-:36])=[O:37].[F:45][C:46]([F:47])([F:48])[CH:49]([OH:50])[C:51]([F:52])([F:53])[F:54].[c:38]1([I+2:39])[cH:40][cH:41][cH:42][cH:43][cH:44]1>>[CH3:1][O:2][C:3]([CH2:4][O:5][c:6]1[c:7]2[c:12]([c:13]([S:23][C:22]#[N:21])[cH:14][cH:15]1)[O:11][CH2:10][CH2:9][CH2:8]2)=[O:16].